Dataset: the Open Reaction Database (ORD), a public repository of structured organic reaction records. Task: describe an organic reaction: reactants, conditions, products, and yield Starting materials: ClC1=C(C=C(S1)C(=O)N[C@H](CN1C(C2=CC=CC=C2C1=O)=O)CC1=CC(=CC=C1)F)C1=CC=NN1C (5-chloro-N-{(1S)-2-(1,3-dioxo-1,3-dihydro-2H-isoindol-2-yl)-1-[(3-fluorophenyl)methyl]ethyl}-4-(1-methyl-1H-pyrazol-5-yl)-2-thiophenecarboxamide), NN (hydrazine). Run in O1CCCC1 (tetrahydrofuran), CO (methanol). Run at time 24 hour. Yields the product NC[C@H](CC1=CC(=CC=C1)F)NC(=O)C=1SC(=C(C1)C1=CC=NN1C)Cl (N-{(1S)-2-amino-1-[(3-fluorophenyl)methyl]ethyl}-5-chloro-4-(1-methyl-1H-pyrazol-5-yl)-2-thiophenecarboxamide). RXN SMILES: [Cl:1][C:2]1[S:6][C:5]([C:7]([NH:9][C@@H:10]([CH2:23][C:24]2[CH:29]=[CH:28][CH:27]=[C:26]([F:30])[CH:25]=2)[CH2:11][N:12]2C(=O)C3C(=CC=CC=3)C2=O)=[O:8])=[CH:4][C:3]=1[C:31]1[N:35]([CH3:36])[N:34]=[CH:33][CH:32]=1.NN>O1CCCC1.CO>[NH2:12][CH2:11][C@@H:10]([NH:9][C:7]([C:5]1[S:6][C:2]([Cl:1])=[C:3]([C:31]2[N:35]([CH3:36])[N:34]=[CH:33][CH:32]=2)[CH:4]=1)=[O:8])[CH2:23][C:24]1[CH:29]=[CH:28][CH:27]=[C:26]([F:30])[CH:25]=1. Procedure: To a 250 mL round-bottomed flask was added 5-chloro-N-{(1S)-2-(1,3-dioxo-1,3-dihydro-2H-isoindol-2-yl)-1-[(3-fluorophenyl)methyl]ethyl}-4-(1-methyl-1H-pyrazol-5-yl)-2-thiophenecarboxamide (7.8 g, 14.91 mmol) and hydrazine (14.50 ml, 298 mmol) in tetrahydrofuran (THF) (75 ml) and methanol (75 mL). After 24 h at RT, the precipitate was filtered, the filtrate was concentrated. The crude product was purified on a silica gel column [CHCl3/MeOH/NH4OH, 90:9:1] to give the title compound as a white soli... Starting materials: N1=C(C=CC2=CC=CC=C12)COC=1C=C(OCC=2C=C(C=CC2)C2=NN=NN2)C=CC1 (5-(3-(3-(2-quinolinylmethyloxy)phenoxymethyl)phenyl)tetrazole), N1=C(C=CC2=CC=CC=C12)COC=1C=C(OCC2=CC=C(CC3=NN=NN3)C=C2)C=CC1 (4-(3-(2-quinolinylmethyloxy)phenoxymethyl)benzyl tetrazole), N1=C(C=CC2=CC=CC=C12)COC=1C=C(C=CC1)CC1=C(CC2=NN=NN2)C=CC=C1 (2-(3-(2-quinolinylmethyloxy)phenylmethyl)benzyl tetrazole), N1=C(C=CC2=CC=CC=C12)COC=1C=C(OCC=2C=C(CC3=NN=NN3)C=CC2)C=CC1 (3-(3-(2-quinolinylmethyloxy)phenoxymethyl)benzyl tetrazole). The product is N1=C(C=CC2=CC=CC=C12)COC=1C=C(OCC2=C(C=CC=C2)C2=NN=NN2)C=CC1 (5-(2-(3-(2-quinolinylmethyloxy)phenoxymethyl)phenyl)tetrazole). As a reaction SMILES: N1C2C(=CC=CC=2)C=CC=1COC1C=C(C=CC=1)OCC1C=C(C2NN=NN=2)C=CC=1.N1C2C(=CC=CC=2)C=CC=1COC1C=C(CC2C=CC=CC=2CC2NN=NN=2)C=CC=1.[N:63]1[C:72]2[C:67](=[CH:68][CH:69]=[CH:70][CH:71]=2)[CH:66]=[CH:65][C:64]=1[CH2:73][O:74][C:75]1[CH:76]=[C:77]([CH:92]=[CH:93][CH:94]=1)[O:78][CH2:79][C:80]1C=[C:82]([CH:89]=[CH:90][CH:91]=1)[CH2:83][C:84]1[NH:88][N:87]=[N:86][N:85]=1.N1C2C(=CC=CC=2)C=CC=1COC1C=C(C=CC=1)OCC1C=CC(CC2NN=NN=2)=CC=1>>[N:63]1[C:72]2[C:67](=[CH:68][CH:69]=[CH:70][CH:71]=2)[CH:66]=[CH:65][C:64]=1[CH2:73][O:74][C:75]1[CH:76]=[C:77]([CH:92]=[CH:93][CH:94]=1)[O:78][CH2:79][C:80]1[CH:91]=[CH:90][CH:89]=[CH:82][C:83]=1[C:84]1[NH:88][N:87]=[N:86][N:85]=1. Reported procedure: (M.P. 166°-170° C.), 5-(3-(3-(2-quinolinylmethyloxy)phenoxymethyl)phenyl)tetrazole (M.P. 155° C. dec.), 5-(2-(3-(2-quinolinylmethyloxy)phenylmethyl)benzyl tetrazole (M.P. 145.5°-147° C.), 5-(3-(3-(2-quinolinylmethyloxy)phenoxymethyl)benzyl tetrazole (M.P. 161°-164° C.), or 5-(4-(3-(2-quinolinylmethyloxy)phenoxymethyl)benzyl tetrazole (M.P. 149°-152° C.). Starting materials: CS(C)=O, N#Cc1c(-c2ccc(Cl)s2)n(-c2ccc(O)cc2)c2ccccc12, NO, [Na+], [OH-]. Product: NC(=NO)c1c(-c2ccc(Cl)s2)n(-c2ccc(O)cc2)c2ccccc12. RXN SMILES: [CH3:29][S:30]([CH3:31])=[O:32].[Cl:1][c:2]1[cH:3][cH:4][c:5](-[c:7]2[n:8](-[c:18]3[cH:19][cH:20][c:21]([OH:24])[cH:22][cH:23]3)[c:9]3[cH:10][cH:11][cH:12][cH:13][c:14]3[c:15]2[C:16]#[N:17])[s:6]1.[NH2:25][OH:26].[Na+:28].[OH-:27]>>[Cl:1][c:2]1[cH:3][cH:4][c:5](-[c:7]2[n:8](-[c:18]3[cH:19][cH:20][c:21]([OH:24])[cH:22][cH:23]3)[c:9]3[cH:10][cH:11][cH:12][cH:13][c:14]3[c:15]2[C:16]([NH2:17])=[N:25][OH:26])[s:6]1. The reactants are CN1CCCC1=O, CCN(C(C)C)C(C)C, O=C(NCC1CC1)c1cc(Cl)ccn1, O=[N+]([O-])c1ccc(O)cc1, O. Yields the product O=C(NCC1CC1)c1cc(Oc2ccc([N+](=O)[O-])cc2)ccn1. RXN SMILES: [CH3:34][N:35]1[CH2:36][CH2:37][CH2:38][C:39]1=[O:40].[CH:25]([N:26]([CH2:27][CH3:28])[CH:29]([CH3:30])[CH3:31])([CH3:32])[CH3:33].[Cl:1][c:2]1[cH:3][c:4]([C:8](=[O:9])[NH:10][CH2:11][CH:12]2[CH2:13][CH2:14]2)[n:5][cH:6][cH:7]1.[N+:15](=[O:16])([O-:17])[c:18]1[cH:19][cH:20][c:21]([OH:24])[cH:22][cH:23]1.[OH2:41]>>[c:2]1([O:24][c:21]2[cH:20][cH:19][c:18]([N+:15](=[O:16])[O-:17])[cH:23][cH:22]2)[cH:3][c:4]([C:8](=[O:9])[NH:10][CH2:11][CH:12]2[CH2:13][CH2:14]2)[n:5][cH:6][cH:7]1. Starting materials: N1(CCC(CCC1)C(=O)OC)C(=O)OC(C)(C)C (1-tert-Butyl 4-methyl azepane-1,4-dicarboxylate), [N+](=O)([O-])/C=C/C1=CC=CC=C1 ((E)-(2-nitrovinyl)benzene), C(C)(C)NC(C)C (diisopropylamine), [Li]CCCC (n-BuLi). Run in C1CCOC1 (THF), C1CCOC1 (THF), C1CCOC1 (THF). Conditions: time 5 minute. Product: [N+](=O)([O-])CC(C1=CC=CC=C1)C1(CCN(CCC1)C(=O)OC(C)(C)C)C(=O)OC (1-tert-Butyl 4-methyl 4-(2-nitro-1-phenylethyl)azepane-1,4-dicarboxylate). As a reaction SMILES: C(NC(C)C)(C)C.[Li]CCCC.[N:13]1([C:24]([O:26][C:27]([CH3:30])([CH3:29])[CH3:28])=[O:25])[CH2:19][CH2:18][CH2:17][CH:16]([C:20]([O:22][CH3:23])=[O:21])[CH2:15][CH2:14]1.[N+:31](/[CH:34]=[CH:35]/[C:36]1[CH:41]=[CH:40][CH:39]=[CH:38][CH:37]=1)([O-:33])=[O:32]>C1COCC1>[N+:31]([CH2:34][CH:35]([C:16]1([C:20]([O:22][CH3:23])=[O:21])[CH2:17][CH2:18][CH2:19][N:13]([C:24]([O:26][C:27]([CH3:30])([CH3:29])[CH3:28])=[O:25])[CH2:14][CH2:15]1)[C:36]1[CH:41]=[CH:40][CH:39]=[CH:38][CH:37]=1)([O-:33])=[O:32]. Procedure: A cooled (−78° C.) solution of diisopropylamine (667 ul, 4.68 mmol) in THF (dry) (4 ml) was treated with n-BuLi (1.6M in hexanes) (2.93 ml, 4.68 mmol). After 5 minutes, the mixture was allowed to warm to RT and then re-cooled to −78° C. This mixture was added dropwise to a cooled (−78° C.) solution of 1-tert-butyl 4-methyl azepane-1,4-dicarboxylate (step 1) (927 mg, 3.6 mmol) in THF (4 ml). The reaction mixture was stirred at −78° C. for 40 minutes. To this mixture was added (E)-(2-nitrovinyl)be... Reactants: OBO, Nc1ccc(Br)nn1, CCO, COc1ccc2occc2c1, Cl[Pd]Cl, c1ccc(P(c2ccccc2)c2ccccc2)cc1, c1ccc(P(c2ccccc2)c2ccccc2)cc1. The product is COc1ccc2oc(-c3ccc(N)nn3)cc2c1. Reaction SMILES: [BH:1]([OH:2])[OH:3].[Br:15][c:16]1[cH:17][cH:18][c:19]([NH2:22])[n:20][n:21]1.[CH3:23][CH2:24][OH:25].[CH3:4][O:5][c:6]1[cH:7][cH:8][c:9]2[c:10]([cH:11][cH:12][o:13]2)[cH:14]1.[Pd:26]([Cl:27])[Cl:28].[c:29]1([P:30]([c:31]2[cH:32][cH:33][cH:34][cH:35][cH:36]2)[c:37]2[cH:38][cH:39][cH:40][cH:41][cH:42]2)[cH:43][cH:44][cH:45][cH:46][cH:47]1.[c:48]1([P:49]([c:50]2[cH:51][cH:52][cH:53][cH:54][cH:55]2)[c:56]2[cH:57][cH:58][cH:59][cH:60][cH:61]2)[cH:62][cH:63][cH:64][cH:65][cH:66]1>>[CH3:4][O:5][c:6]1[cH:7][cH:8][c:9]2[c:10]([cH:11][c:12](-[c:16]3[cH:17][cH:18][c:19]([NH2:22])[n:20][n:21]3)[o:13]2)[cH:14]1. Reactants: [Na].COC(C(C(=O)OC)=CO)OC (methyl 2-(dimethoxymethyl)-3-hydroxyacrylate sodium salt), Cl.C(C)(C)(C)NN (t-butylhydrazine hydrochloride), O (water). The solvent is C(C)O (ethanol). Conditions: temperature 60 celsius, time 4 hour. The product is C(C)(C)(C)N1N=CC(=C1)C(=O)OC (methyl 1-t-butyl-pyrazole-4-carboxylate). Yield: 67.6%. RXN SMILES: [Na].[CH3:2][O:3][CH:4]([O:12]C)[C:5](=[CH:10]O)[C:6](OC)=O.Cl.[C:15]([NH:19][NH2:20])([CH3:18])([CH3:17])[CH3:16].O>C(O)C>[C:15]([N:19]1[CH:10]=[C:5]([C:4]([O:3][CH3:2])=[O:12])[CH:6]=[N:20]1)([CH3:18])([CH3:17])[CH3:16] |f:0.1,2.3,^1:0|. Reported procedure: 8.51 g of methyl 2-(dimethoxymethyl)-3-hydroxyacrylate sodium salt of was suspended in 80 ml of ethanol, and 8.09 g of t-butylhydrazine hydrochloride was then added. The mixture was stirred at 60° C. for 4 hours and then cooled to room temperature. After 50 ml of water was added, the reaction mixture was concentrated to 50 ml under reduced pressure. The concentrated solution was extracted with ethyl acetate. The organic layer was washed with aqueous saturated sodium chloride, dried over anhydrou... The reactants are CCOC(=O)C (EtOAc), C(C1=CC=CC=C1)OC=1C=C(C=CC1Cl)C1=C(C=CC(=N1)C(=O)OC)B1OC(C(O1)(C)C)(C)C (methyl 6-[3-(benzyloxy)-4-chlorophenyl]-5-(4,4,5,5-tetramethyl-1,3,2-dioxaborolan-2-yl)pyridine-2-carboxylate), ClC1=NC=CC=C1Cl (2,3-dichloropyridine), C(=O)([O-])[O-].[K+].[K+] (K2CO3). The reagents and catalysts are C=1C=CC(=CC1)[P](C=2C=CC=CC2)(C=3C=CC=CC3)[Pd]([P](C=4C=CC=CC4)(C=5C=CC=CC5)C=6C=CC=CC6)([P](C=7C=CC=CC7)(C=8C=CC=CC8)C=9C=CC=CC9)[P](C=1C=CC=CC1)(C=1C=CC=CC1)C=1C=CC=CC1 (Pd(PPh3)4). Run in COCCOC (DME), O (water), [Cl-].[Na+].O (brine). Reaction conditions: temperature 85 celsius. Product: C(C1=CC=CC=C1)OC=1C=C(C=CC1Cl)C1=NC(=CC=C1C1=NC=CC=C1Cl)C(=O)OC (methyl 2′-[3-(benzyloxy)-4-chlorophenyl]-3-chloro-2,3′-bipyridine-6′-carboxylate). Yield: 28.8%. RXN SMILES: [CH2:1]([O:8][C:9]1[CH:10]=[C:11]([C:16]2[N:21]=[C:20]([C:22]([O:24][CH3:25])=[O:23])[CH:19]=[CH:18][C:17]=2B2OC(C)(C)C(C)(C)O2)[CH:12]=[CH:13][C:14]=1[Cl:15])[C:2]1[CH:7]=[CH:6][CH:5]=[CH:4][CH:3]=1.Cl[C:36]1[C:41]([Cl:42])=[CH:40][CH:39]=[CH:38][N:37]=1.C([O-])([O-])=O.[K+].[K+].CCOC(C)=O>COCCOC.O.[Cl-].[Na+].O.C1C=CC([P]([Pd]([P](C2C=CC=CC=2)(C2C=CC=CC=2)C2C=CC=CC=2)([P](C2C=CC=CC=2)(C2C=CC=CC=2)C2C=CC=CC=2)[P](C2C=CC=CC=2)(C2C=CC=CC=2)C2C=CC=CC=2)(C2C=CC=CC=2)C2C=CC=CC=2)=CC=1>[CH2:1]([O:8][C:9]1[CH:10]=[C:11]([C:16]2[C:17]([C:36]3[C:41]([Cl:42])=[CH:40][CH:39]=[CH:38][N:37]=3)=[CH:18][CH:19]=[C:20]([C:22]([O:24][CH3:25])=[O:23])[N:21]=2)[CH:12]=[CH:13][C:14]=1[Cl:15])[C:2]1[CH:7]=[CH:6][CH:5]=[CH:4][CH:3]=1 |f:2.3.4,8.9.10,^1:68,70,89,108|. Procedure: Stir a solution of 850 mg (1.77 mmol) of methyl 6-[3-(benzyloxy)-4-chlorophenyl]-5-(4,4,5,5-tetramethyl-1,3,2-dioxaborolan-2-yl)pyridine-2-carboxylate and 524 mg (3.54 mmol) of 2,3-dichloropyridine in a mixture of 4 mL of DME and 2 mL of water for 15 minutes under argon, then add successively 734 mg (5.32 mmol) of K2CO3 and 61 mg (0.05 mmol) of Pd(PPh3)4 and heat the reaction mixture for 4 h at 85° C. Then distribute the reaction mixture between 10 mL of EtOAc and 10 mL of brine. Dry the organic... The reactants are ClC1=CC(=C(CC2(CN(CC3=CC=CC=C23)C)O)C=C1)F (4-(4-chloro-2-fluorobenzyl)-2-methyl-1,2,3,4-tetrahydro-4-isoquinolinol), [H-].[Na+] (sodium hydride), hydrochloride salt. Solvent: C1(=CC=CC=C1)C (toluene), CN(C=O)C (dimethylformamide), CCOCC (ether), O (water). Product: Cl.ClC1=CC2=C(CC3(CN(CC4=CC=CC=C34)C)O2)C=C1 (6-Chloro-2'-methylspiro[benzofuran-2(3H),4'(2'H)-isoquinoline] hydrochloride). The yield is 129.1%. RXN SMILES: [Cl:1][C:2]1[CH:20]=[CH:19][C:5]([CH2:6][C:7]2([OH:18])[C:16]3[C:11](=[CH:12][CH:13]=[CH:14][CH:15]=3)[CH2:10][N:9]([CH3:17])[CH2:8]2)=[C:4](F)[CH:3]=1.[H-].[Na+]>C1(C)C=CC=CC=1.CN(C)C=O.O.CCOCC>[ClH:1].[Cl:1][C:2]1[CH:20]=[CH:19][C:5]2[CH2:6][C:7]3([O:18][C:4]=2[CH:3]=1)[C:16]1[C:11](=[CH:12][CH:13]=[CH:14][CH:15]=1)[CH2:10][N:9]([CH3:17])[CH2:8]3 |f:1.2,7.8|. Reported procedure: A solution of 4-(4-chloro-2-fluorobenzyl)-2-methyl-1,2,3,4-tetrahydro-4-isoquinolinol (10.0 g) in toluene (65 ml) and dimethylformamide (10 ml) is added dropwise to a suspension of sodium hydride (50%, 3.2 g), previously washed with hexane, in toluene (65 ml). After the addition is complete, the mixture is brought to reflux and dimethylformamide (35 ml) is slowly added dropwise. The reaction mixture is heated under reflux for four hours. Removal of the solvents yields an oil which is stirred in ...